Dataset: the Open Reaction Database (ORD), a public repository of structured organic reaction records. Task: describe an organic reaction: reactants, conditions, products, and yield Starting materials: BrCCOC1=C(C=C(C=C1)NC(COC1=C(C=C(C=C1)C(F)(F)F)Cl)=O)Cl (N-[4-(2-bromo-ethoxy)-3-chloro-phenyl]-2-(2-chloro-4-trifluoromethyl-phenoxy)-acetamide), OC1CCNCC1 (4-hydroxy-piperidine). The product is ClC=1C=C(C=CC1OCCN1CCC(CC1)O)NC(COC1=C(C=C(C=C1)C(F)(F)F)Cl)=O (N-{3-chloro-4-[2-(4-hydroxy-piperidin-1-yl)-ethoxy]-phenyl}-2-(2-chloro-4-trifluoromethyl-phenoxy)-acetamide). RXN SMILES: Br[CH2:2][CH2:3][O:4][C:5]1[CH:10]=[CH:9][C:8]([NH:11][C:12](=[O:26])[CH2:13][O:14][C:15]2[CH:20]=[CH:19][C:18]([C:21]([F:24])([F:23])[F:22])=[CH:17][C:16]=2[Cl:25])=[CH:7][C:6]=1[Cl:27].[OH:28][CH:29]1[CH2:34][CH2:33][NH:32][CH2:31][CH2:30]1>>[Cl:27][C:6]1[CH:7]=[C:8]([NH:11][C:12](=[O:26])[CH2:13][O:14][C:15]2[CH:20]=[CH:19][C:18]([C:21]([F:24])([F:23])[F:22])=[CH:17][C:16]=2[Cl:25])[CH:9]=[CH:10][C:5]=1[O:4][CH2:3][CH2:2][N:32]1[CH2:33][CH2:34][CH:29]([OH:28])[CH2:30][CH2:31]1. Reported procedure: Prepared analogously to Example 145 starting from N-[4-(2-bromo-ethoxy)-3-chloro-phenyl]-2-(2-chloro-4-trifluoromethyl-phenoxy)-acetamide (Z28b) and 4-hydroxy-piperidine.